Task: describe an organic reaction: reactants, conditions, products, and yield. Dataset: the Open Reaction Database (ORD), a public repository of structured organic reaction records Reactants: Cl.NC=1C2=C(NS(N1)(=O)=O)C=CC=C2OC[C@@H]2[NH2+]CCCC2 ((R)-2-(((4-amino-2,2-dioxido-1H-benzo[c][1,2,6]thiadiazin-5-yl)oxy)methyl)piperidinium hydrochloride), N1=CN=C(C=C1)CC(=O)O (2-(pyrimidin-4-yl)acetic acid). RXN SMILES: Cl.[NH2:2][C:3]1[C:4]2[C:14]([O:15][CH2:16][C@H:17]3[CH2:22][CH2:21][CH2:20][CH2:19][NH2+:18]3)=[CH:13][CH:12]=[CH:11][C:5]=2[NH:6][S:7](=[O:10])(=[O:9])[N:8]=1.[N:23]1[CH:28]=[CH:27][C:26]([CH2:29][C:30](O)=[O:31])=[N:25][CH:24]=1>>[NH2:2][C:3]1[C:4]2[C:14]([O:15][CH2:16][C@H:17]3[CH2:22][CH2:21][CH2:20][CH2:19][N:18]3[C:30](=[O:31])[CH2:29][C:26]3[CH:27]=[CH:28][N:23]=[CH:24][N:25]=3)=[CH:13][CH:12]=[CH:11][C:5]=2[NH:6][S:7](=[O:9])(=[O:10])[N:8]=1 |f:0.1|. Reported procedure: Prepared as in Example 15 from (R)-2-(((4-amino-2,2-dioxido-1H-benzo[c][1,2,6]thiadiazin-5-yl)oxy)methyl)piperidinium hydrochloride (Example 15a) and 2-(pyrimidin-4-yl)acetic acid (Example 33a) (44% yield). 1H NMR (400 MHz, DMSO-d6) δ 1.35 (m, 1H), 1.54-1.68 (m, 4H), 1.79 (m, 1H), 3.21 (t, 1H, J=12.3 Hz), 3.84 (m, 1H), 3.98 (m, 2H), 4.16 (dd, 1H, J=10.0, 4.6 Hz), 4.29-4.75 (m, 1H), 5.16 (m, 1H), 6.60 (d, 1H, J=8.6 Hz), 6.81 (br d, 1H, J=7.9 Hz), 7.43 (d, 1H, J=11.0 Hz), 7.45 (d, 1H, J=8.3 Hz), 7... Product: NC=1C2=C(NS(N1)(=O)=O)C=CC=C2OC[C@@H]2N(CCCC2)C(CC2=NC=NC=C2)=O ((R)-1-(2-(((4-amino-2,2-dioxido-1H-benzo[c][1,2,6]thiadiazin-5-yl)oxy)methyl)piperidin-1-yl)-2-(pyrimidin-4-yl)ethanone). Reactants: [OH-].[Na+] (sodium hydroxide), BrCCCCCOC1=CC=C(OCCCCC(C(=O)OCC)(C)C)C=C1 (ethyl 6-[p-(5-bromopentyloxy)phenoxy]-2,2-dimethylhexanoate), SC=1NC=2C(=NC=CC2)N1 (2-mercapto-1H-imidazo[4,5-b]pyridine), CO (methanol). The solvent is O (water). Product: N1C(=NC2=NC=CC=C21)SCCCCCOC2=CC=C(OCCCCC(C(=O)OCC)(C)C)C=C2 (ethyl 6-[p-[5-(1H-imidazo[4,5-b]pyridin-2-ylthio)pentyloxy]phenoxy]-2,2-dimethylhexanoate). The yield is 32.4%. Reaction SMILES: [SH:1][C:2]1[NH:3][C:4]2[C:5]([N:10]=1)=[N:6][CH:7]=[CH:8][CH:9]=2.CO.[OH-].[Na+].Br[CH2:16][CH2:17][CH2:18][CH2:19][CH2:20][O:21][C:22]1[CH:40]=[CH:39][C:25]([O:26][CH2:27][CH2:28][CH2:29][CH2:30][C:31]([CH3:38])([CH3:37])[C:32]([O:34][CH2:35][CH3:36])=[O:33])=[CH:24][CH:23]=1>O>[NH:3]1[C:4]2[C:5](=[N:6][CH:7]=[CH:8][CH:9]=2)[N:10]=[C:2]1[S:1][CH2:16][CH2:17][CH2:18][CH2:19][CH2:20][O:21][C:22]1[CH:40]=[CH:39][C:25]([O:26][CH2:27][CH2:28][CH2:29][CH2:30][C:31]([CH3:38])([CH3:37])[C:32]([O:34][CH2:35][CH3:36])=[O:33])=[CH:24][CH:23]=1 |f:2.3|. Reported procedure: To a mixture of 570 mg 2-mercapto-1H-imidazo[4,5-b]pyridine and 18 ml methanol, was added a mixture of 166 mg sodium hydroxide, 6 ml water and 1.8 g ethyl 6-[p-(5-bromopentyloxy)phenoxy]-2,2-dimethylhexanoate. The resulting mixture was heated under reflux for 12 hours, the solvent was distilled off under reduced pressure, and the residue was purified by silica gel column chromatography, affording 610 mg ethyl 6-[p-[5-(1H-imidazo[4,5-b]pyridin-2-ylthio)pentyloxy]phenoxy]-2,2-dimethylhexanoate as ... The reactants are N1C=NC2=C1C=C(C=C2)C2=NN=C(O2)S (5-(1H-benzo[d]imidazol-6-yl)-1,3,4-oxadiazole-2-thiol), TEA, FC1=C(C(=C(C(=C1CBr)F)F)F)F (pentafluorobenzylbromide). Solvent: CCO (EtOH). Product: FC1=C(C(=C(C(=C1CSC1=NN=C(O1)C1=CC2=C(NC=N2)C=C1)F)F)F)F (5-(5-(Pentafluorobenzylthio)-1,3,4-oxadiazol-2-yl)-1H-benzo[d]imidazole). RXN SMILES: [NH:1]1[C:5]2[CH:6]=[C:7]([C:10]3[O:14][C:13]([SH:15])=[N:12][N:11]=3)[CH:8]=[CH:9][C:4]=2[N:3]=[CH:2]1.[F:16][C:17]1[C:22]([CH2:23]Br)=[C:21]([F:25])[C:20]([F:26])=[C:19]([F:27])[C:18]=1[F:28]>CCO>[F:16][C:17]1[C:22]([CH2:23][S:15][C:13]2[O:14][C:10]([C:7]3[CH:8]=[CH:9][C:4]4[NH:3][CH:2]=[N:1][C:5]=4[CH:6]=3)=[N:11][N:12]=2)=[C:21]([F:25])[C:20]([F:26])=[C:19]([F:27])[C:18]=1[F:28]. Reported procedure: 1 (0.33 g, 1.5 mmol), TEA (0.209 mL, 1.5 mmol) and pentafluorobenzylbromide (0.204 mL, 1.5 mmol) were dissolved in 10 mL of EtOH and kept under reflux overnight. The solvent was removed and the remaining oil was purified by flash-chromatography on silica gel, applying a CHCl3/MeOH gradient.